This data is from the Open Reaction Database (ORD), a public repository of structured organic reaction records. The task is: describe an organic reaction: reactants, conditions, products, and yield Starting materials: N#Cc1cnc2cc(OCCCN3CCOCC3)cc(OC3CCOCC3)c2c1O, CC#N, O=P(Cl)(Cl)Cl. The product is N#Cc1cnc2cc(OCCCN3CCOCC3)cc(OC3CCOCC3)c2c1Cl. Reaction SMILES: [C:1](#[N:2])[c:3]1[cH:4][n:5][c:6]2[cH:7][c:8]([O:21][CH2:22][CH2:23][CH2:24][N:25]3[CH2:26][CH2:27][O:28][CH2:29][CH2:30]3)[cH:9][c:10]([O:14][CH:15]3[CH2:16][CH2:17][O:18][CH2:19][CH2:20]3)[c:11]2[c:12]1[OH:13].[CH3:36][C:37]#[N:38].[P:31]([Cl:32])([Cl:33])([Cl:34])=[O:35]>>[C:1](#[N:2])[c:3]1[cH:4][n:5][c:6]2[cH:7][c:8]([O:21][CH2:22][CH2:23][CH2:24][N:25]3[CH2:26][CH2:27][O:28][CH2:29][CH2:30]3)[cH:9][c:10]([O:14][CH:15]3[CH2:16][CH2:17][O:18][CH2:19][CH2:20]3)[c:11]2[c:12]1[Cl:33].